Dataset: the Open Reaction Database (ORD), a public repository of structured organic reaction records. Task: describe an organic reaction: reactants, conditions, products, and yield Reported procedure: The title compound was prepared according to the procedure of Example 35 using 1-(4-bromo-3-methylphenyl)-2-methyl-5-[4-(methylsulfonyl)phenyl]-1H-pyrrole instead of 1-(4-bromophenyl)-2-[3-fluoro-4-(methylsulfonyl)phenyl]-5-methyl-1H-pyrrole and 3-furanboronic acid instead of 2-furanboronic acid in step 4. Reaction SMILES: Br[C:2]1[CH:7]=[CH:6][C:5]([N:8]2[C:12]([C:13]3[CH:18]=[CH:17][C:16]([S:19]([CH3:22])(=[O:21])=[O:20])=[CH:15][CH:14]=3)=[CH:11][CH:10]=[C:9]2[CH3:23])=[CH:4][C:3]=1[CH3:24].[O:25]1[CH:29]=[CH:28][C:27](B(O)O)=[CH:26]1>>[O:25]1[CH:29]=[CH:28][C:27]([C:2]2[CH:7]=[CH:6][C:5]([N:8]3[C:12]([C:13]4[CH:18]=[CH:17][C:16]([S:19]([CH3:22])(=[O:21])=[O:20])=[CH:15][CH:14]=4)=[CH:11][CH:10]=[C:9]3[CH3:23])=[CH:4][C:3]=2[CH3:24])=[CH:26]1. Yields the product O1C=C(C=C1)C1=C(C=C(C=C1)N1C(=CC=C1C1=CC=C(C=C1)S(=O)(=O)C)C)C (1-[4-(3-Furyl)-3-methylphenyl]-2-methyl-5-[4-(methylsulfonyl)phenyl]-1H-pyrrole). The reactants are BrC1=C(C=C(C=C1)N1C(=CC=C1C1=CC=C(C=C1)S(=O)(=O)C)C)C (1-(4-bromo-3-methylphenyl)-2-methyl-5-[4-(methylsulfonyl)phenyl]-1H-pyrrole), O1C=C(C=C1)B(O)O (3-furanboronic acid). The reactants are O (water), BrC=1C(=CC=2C(CCC(C2C1)(C)C)(C)C)O (3-bromo-5,5,8,8-tetramethyl-5,6,7,8-tetrahydronaphthalen-2-ol), C(C)(=O)OCCCCCBr (5-bromopentyl acetate), C([O-])([O-])=O.[K+].[K+] (potassium carbonate). The solvent is C(C)(=O)OCC (ethyl acetate), C(C)C(=O)C (methyl ethyl ketone). Yields the product C(C)(=O)OCCCCCOC1=CC=2C(CCC(C2C=C1Br)(C)C)(C)C (5-(3-Bromo-5,5,8,8-tetramethyl-5,6,7,8-tetrahydronaphthalen-2-yloxy)pentyl Acetate). As a reaction SMILES: [Br:1][C:2]1[C:3]([OH:16])=[CH:4][C:5]2[C:6]([CH3:15])([CH3:14])[CH2:7][CH2:8][C:9]([CH3:13])([CH3:12])[C:10]=2[CH:11]=1.[C:17]([O:20][CH2:21][CH2:22][CH2:23][CH2:24][CH2:25]Br)(=[O:19])[CH3:18].C(=O)([O-])[O-].[K+].[K+].O>C(C(C)=O)C.C(OCC)(=O)C>[C:17]([O:20][CH2:21][CH2:22][CH2:23][CH2:24][CH2:25][O:16][C:3]1[C:2]([Br:1])=[CH:11][C:10]2[C:9]([CH3:12])([CH3:13])[CH2:8][CH2:7][C:6]([CH3:15])([CH3:14])[C:5]=2[CH:4]=1)(=[O:19])[CH3:18] |f:2.3.4|. Reported procedure: A solution of 3-bromo-5,5,8,8-tetramethyl-5,6,7,8-tetrahydronaphthalen-2-ol (10 g, 0.35 mol), 5-bromopentyl acetate (8.15 g) and potassium carbonate (33.6 g) in methyl ethyl ketone (200 ml) is refluxed for 2 hours. The reaction medium is treated with water and ethyl acetate. After separation of the phases by settling, the organic phase is washed twice with water, dried over magnesium sulphate and concentrated on a rotary evaporator under vacuum at 40° C. The product is purified by flash chromato... Starting materials: CS(C)=O, OC1(c2ccccc2)CCN(Cc2cc3nc(Cl)nc(N4CCOCC4)c3s2)CC1, Nc1ncc(B(O)O)cn1. The product is Nc1ncc(-c2nc(N3CCOCC3)c3sc(CN4CCC(O)(c5ccccc5)CC4)cc3n2)cn1. RXN SMILES: [CH3:41][S:42]([CH3:43])=[O:44].[Cl:1][c:2]1[n:3][c:4]([N:25]2[CH2:26][CH2:27][O:28][CH2:29][CH2:30]2)[c:5]2[c:6]([n:7]1)[cH:8][c:9]([CH2:11][N:12]1[CH2:13][CH2:14][C:15]([OH:18])([c:19]3[cH:20][cH:21][cH:22][cH:23][cH:24]3)[CH2:16][CH2:17]1)[s:10]2.[NH2:31][c:32]1[n:33][cH:34][c:35]([B:38]([OH:39])[OH:40])[cH:36][n:37]1>>[c:2]1(-[c:35]2[cH:34][n:33][c:32]([NH2:31])[n:37][cH:36]2)[n:3][c:4]([N:25]2[CH2:26][CH2:27][O:28][CH2:29][CH2:30]2)[c:5]2[c:6]([n:7]1)[cH:8][c:9]([CH2:11][N:12]1[CH2:13][CH2:14][C:15]([OH:18])([c:19]3[cH:20][cH:21][cH:22][cH:23][cH:24]3)[CH2:16][CH2:17]1)[s:10]2. Reaction SMILES: [Br:1][c:2]1[c:3]([F:11])[cH:4][cH:5][c:6]([N+:8](=[O:9])[O-:10])[cH:7]1.[C:21](=[O:22])([O-:23])[O-:24].[CH3:28][S:29]([CH3:30])=[O:31].[K+:25].[K+:26].[O:12]1[CH2:13][CH2:14][N:15]([CH2:18][CH2:19][NH2:20])[CH2:16][CH2:17]1.[OH2:27]>>[Br:1][c:2]1[c:3]([NH:20][CH2:19][CH2:18][N:15]2[CH2:14][CH2:13][O:12][CH2:17][CH2:16]2)[cH:4][cH:5][c:6]([N+:8](=[O:9])[O-:10])[cH:7]1. The reactants are O=[N+]([O-])c1ccc(F)c(Br)c1, O=C([O-])[O-], CS(C)=O, [K+], [K+], NCCN1CCOCC1, O. Yields the product O=[N+]([O-])c1ccc(NCCN2CCOCC2)c(Br)c1.